This data is from the Open Reaction Database (ORD), a public repository of structured organic reaction records. The task is: describe an organic reaction: reactants, conditions, products, and yield The reactants are CO, COC(=O)c1ccc2c(C3CCCCC3)c3n(c2c1)CC(N(C)C)CN(C)c1ccccc1-3, Cl, [Na+], [OH-]. Product: CN1CC(N(C)C)Cn2c(c(C3CCCCC3)c3ccc(C(=O)O)cc32)-c2ccccc21. RXN SMILES: [CH3:37][OH:38].[CH:1]1([c:7]2[c:8]3[cH:9][cH:10][c:11]([C:30](=[O:31])[O:32][CH3:33])[cH:12][c:13]3[n:14]3[c:21]2-[c:20]2[c:19]([cH:25][cH:24][cH:23][cH:22]2)[N:18]([CH3:26])[CH2:17][CH:16]([N:27]([CH3:28])[CH3:29])[CH2:15]3)[CH2:2][CH2:3][CH2:4][CH2:5][CH2:6]1.[ClH:36].[Na+:35].[OH-:34]>>[CH:1]1([c:7]2[c:8]3[cH:9][cH:10][c:11]([C:30](=[O:31])[OH:32])[cH:12][c:13]3[n:14]3[c:21]2-[c:20]2[c:19]([cH:25][cH:24][cH:23][cH:22]2)[N:18]([CH3:26])[CH2:17][CH:16]([N:27]([CH3:28])[CH3:29])[CH2:15]3)[CH2:2][CH2:3][CH2:4][CH2:5][CH2:6]1. Reactants: C(C)OC([C@@H](NC(C1=CC=C(C=C1)N1CCN(CC1)C=1C(=NC(=NC1C)N)N)=O)CCC(=O)OCC)=O (N-[4-[4-(2,4-diamino-6-methyl-5-pyrimidinyl)-1-piperazinyl]-benzoyl]-L-glutamic acid diethyl ester), [OH-].[Na+] (sodium hydroxide), C(CC(O)(C(=O)O)CC(=O)O)(=O)O (citric acid). Solvent: CO (methanol). Conditions: time 4 hour. Yields the product NC1=NC(=C(C(=N1)N)N1CCN(CC1)C1=CC=C(C(=O)N[C@@H](CCC(=O)O)C(=O)O)C=C1)C (N-[4-[4-(2,4-diamino-6-methyl-5-pyrimidinyl)-1-piperazinyl]benzoyl]-L-glutamic acid). Isolated yield 28.3%. RXN SMILES: C([O:3][C:4](=[O:37])[C@H:5]([CH2:30][CH2:31][C:32]([O:34]CC)=[O:33])[NH:6][C:7](=[O:29])[C:8]1[CH:13]=[CH:12][C:11]([N:14]2[CH2:19][CH2:18][N:17]([C:20]3[C:21]([NH2:28])=[N:22][C:23]([NH2:27])=[N:24][C:25]=3[CH3:26])[CH2:16][CH2:15]2)=[CH:10][CH:9]=1)C.[OH-].[Na+].C(O)(=O)CC(CC(O)=O)(C(O)=O)O>CO>[NH2:27][C:23]1[N:22]=[C:21]([NH2:28])[C:20]([N:17]2[CH2:16][CH2:15][N:14]([C:11]3[CH:10]=[CH:9][C:8]([C:7]([NH:6][C@H:5]([C:4]([OH:37])=[O:3])[CH2:30][CH2:31][C:32]([OH:34])=[O:33])=[O:29])=[CH:13][CH:12]=3)[CH2:19][CH2:18]2)=[C:25]([CH3:26])[N:24]=1 |f:1.2|. Procedure details: A mixture of 3.00 g (0.0058 mole) of N-[4-[4-(2,4-diamino-6-methyl-5-pyrimidinyl)-1-piperazinyl]-benzoyl]-L-glutamic acid diethyl ester and 12.5 ml of 1N aqueous sodium hydroxide solution in 150 ml of methanol was stirred at room temperature for four hours. The methanol was removed under vacuum at 23° C. and the residue was dissolved in 100 ml of ice water and then neutralized by the addition of 2.5 g (0.0129 moles) of citric acid. The solid precipitate was collected, washed with water, and then... Reactants: C(C)(C)(C)C1=CC=C(C=C1)SC1=CC=C(C=O)C=C1 (4-[4-(t-butyl)phenylthio]benzaldehyde), S1C(=S)NC(=O)C1 (rhodanine), C(C)(=O)[O-].[Na+] (sodium acetate). The solvent is C(C)(=O)O (acetic acid). Product: C(C)(C)(C)C1=CC=C(C=C1)SC=1C=C(C=CC1)C=C1C(NC(S1)=S)=O (5-[[3-[4-(t-butyl)phenylthio]phenyl]methylene]-2-thioxo-4-thiazolidinone). Isolated yield 66.0%. As a reaction SMILES: [C:1]([C:5]1[CH:10]=[CH:9][C:8]([S:11][C:12]2[CH:19]=[CH:18][C:15](C=O)=[CH:14][CH:13]=2)=[CH:7][CH:6]=1)([CH3:4])([CH3:3])[CH3:2].[S:20]1[CH2:26][C:24](=[O:25])[NH:23][C:21]1=[S:22].[C:27]([O-])(=O)C.[Na+]>C(O)(=O)C>[C:1]([C:5]1[CH:10]=[CH:9][C:8]([S:11][C:12]2[CH:13]=[C:14]([CH:27]=[C:26]3[S:20][C:21](=[S:22])[NH:23][C:24]3=[O:25])[CH:15]=[CH:18][CH:19]=2)=[CH:7][CH:6]=1)([CH3:4])([CH3:3])[CH3:2] |f:2.3|. Procedure details: The 4-[4-(t-butyl)phenylthio]benzaldehyde (1.5 g, 5.5 mmol) was condensed with rhodanine (0.865 g, 6.5 mmol) using sodium acetate (1.64 g, 20 mmol) and acetic acid (80 ml) essentially as previously described to yield 1.4 grams (66.7%) of the title compound.